From a dataset of the Open Reaction Database (ORD), a public repository of structured organic reaction records. describe an organic reaction: reactants, conditions, products, and yield Starting materials: FC(C1=CC=C(OC2=CC=C(C=C2)C(CC(=O)O)CC2=CC=CC=C2)C=C1)(F)F (3-(4(p-trifluoromethylphenoxy)phenyl)-4-phenylbutyric acid), S(=O)(Cl)Cl (thionyl chloride). Solvent: C1=CC=CC=C1 (benzene). Yields the product FC(C1=CC=C(OC2=CC=C(C=C2)C2CC(C3=CC=CC=C3C2)=O)C=C1)(F)F (3-(4-(p-trifluoromethylphenoxy)phenyl)tetralone). RXN SMILES: [F:1][C:2]([F:29])([F:28])[C:3]1[CH:27]=[CH:26][C:6]([O:7][C:8]2[CH:13]=[CH:12][C:11]([CH:14]([CH2:19][C:20]3[CH:25]=[CH:24][CH:23]=[CH:22][CH:21]=3)[CH2:15][C:16](O)=[O:17])=[CH:10][CH:9]=2)=[CH:5][CH:4]=1.S(Cl)(Cl)=O>C1C=CC=CC=1>[F:29][C:2]([F:28])([F:1])[C:3]1[CH:27]=[CH:26][C:6]([O:7][C:8]2[CH:13]=[CH:12][C:11]([CH:14]3[CH2:19][C:20]4[C:25](=[CH:24][CH:23]=[CH:22][CH:21]=4)[C:16](=[O:17])[CH2:15]3)=[CH:10][CH:9]=2)=[CH:5][CH:4]=1. Reported procedure: 3-(4(p-trifluoromethylphenoxy)phenyl)-4-phenylbutyric acid (23 g) was refluxed in benzene with thionyl chloride (46 ml) for one hour. The solution was then evaporated to dryness and the residue dissolved in benzene (23 ml). A solution of stannic chloride (23 g) in benzene (46 ml) was added at 0° with stirring. The solution was allowed to stir at 0° for 0.5 hr. Ice; water, diethylether and dilute HCl were then added sequentially. The ether extracts were further washed with aqueous potassium hydro...